From a dataset of the Open Reaction Database (ORD), a public repository of structured organic reaction records. describe an organic reaction: reactants, conditions, products, and yield The reactants are ClCC1=C(C=NC=C1F)F (4-(Chloromethyl)-3,5-difluoropyridine), C([O-])([O-])=O.[Cs+].[Cs+] (caesium carbonate), OC=1C=2N(C=CC1)C(=C(N2)C)C(=O)OCC (Ethyl 8-hydroxy-2-methylimidazo[1,2-a]pyridine-3-carboxylate). Run in CN(C)C=O (DMF), O (water). Reaction conditions: temperature 60 celsius, time 1 hour. Product: FC=1C=NC=C(C1COC=1C=2N(C=CC1)C(=C(N2)C)C(=O)OCC)F (Ethyl 8-[(3,5-difluoropyridine-4-yl)methoxy]-2-methylimidazo[1,2-a]pyridine-3-carboxylate). Reaction SMILES: Cl[CH2:2][C:3]1[C:8]([F:9])=[CH:7][N:6]=[CH:5][C:4]=1[F:10].C(=O)([O-])[O-].[Cs+].[Cs+].[OH:17][C:18]1[C:19]2[N:20]([C:24]([C:28]([O:30][CH2:31][CH3:32])=[O:29])=[C:25]([CH3:27])[N:26]=2)[CH:21]=[CH:22][CH:23]=1>CN(C=O)C.O>[F:10][C:4]1[CH:5]=[N:6][CH:7]=[C:8]([F:9])[C:3]=1[CH2:2][O:17][C:18]1[C:19]2[N:20]([C:24]([C:28]([O:30][CH2:31][CH3:32])=[O:29])=[C:25]([CH3:27])[N:26]=2)[CH:21]=[CH:22][CH:23]=1 |f:1.2.3|. Procedure details: At RT, 1.86 g of 4-(chloromethyl)-3,5-difluoropyridine (Example 115A, 9.1 mmol, 2.0 equivalent) and 4.44 g of caesium carbonate (13.6 mmol, 3 equivalent) were added to 1.0 g of ethyl 8-hydroxy-2-methylimidazo[1,2-a]pyridine-3-carboxylate (Example 3A, 4.54 mmol, 1.0 equivalent) in 100 ml of DMF, and the mixture was stirred at 60° C. for 1 h. The mixture was then diluted with 500 ml of water and extracted twice with in each case 300 ml of ethyl acetate. The combined organic phases were washed with... Starting materials: OBO, CCC(=C(Br)[Si](C)(C)C)c1ccccc1, COCCOC, Fc1ccccc1, c1ccc(P(c2ccccc2)(c2ccccc2)[Pd](P(c2ccccc2)(c2ccccc2)c2ccccc2)(P(c2ccccc2)(c2ccccc2)c2ccccc2)P(c2ccccc2)(c2ccccc2)c2ccccc2)cc1. The product is CCC(=C(c1ccc(F)cc1)[Si](C)(C)C)c1ccccc1. As a reaction SMILES: [BH:16]([OH:17])[OH:18].[Br:1][C:2](=[C:3]([CH2:4][CH3:5])[c:6]1[cH:7][cH:8][cH:9][cH:10][cH:11]1)[Si:12]([CH3:13])([CH3:14])[CH3:15].[CH3:26][O:27][CH2:28][CH2:29][O:30][CH3:31].[F:19][c:20]1[cH:21][cH:22][cH:23][cH:24][cH:25]1.[cH:32]1[cH:33][cH:34][c:35]([P:36]([Pd:37]([P:38]([c:39]2[cH:40][cH:41][cH:42][cH:43][cH:44]2)([c:45]2[cH:46][cH:47][cH:48][cH:49][cH:50]2)[c:51]2[cH:52][cH:53][cH:54][cH:55][cH:56]2)([P:57]([c:58]2[cH:59][cH:60][cH:61][cH:62][cH:63]2)([c:64]2[cH:65][cH:66][cH:67][cH:68][cH:69]2)[c:70]2[cH:71][cH:72][cH:73][cH:74][cH:75]2)[P:76]([c:77]2[cH:78][cH:79][cH:80][cH:81][cH:82]2)([c:83]2[cH:84][cH:85][cH:86][cH:87][cH:88]2)[c:89]2[cH:90][cH:91][cH:92][cH:93][cH:94]2)([c:95]2[cH:96][cH:97][cH:98][cH:99][cH:100]2)[c:101]2[cH:102][cH:103][cH:104][cH:105][cH:106]2)[cH:107][cH:108]1>>[C:2](=[C:3]([CH2:4][CH3:5])[c:6]1[cH:7][cH:8][cH:9][cH:10][cH:11]1)([Si:12]([CH3:13])([CH3:14])[CH3:15])[c:23]1[cH:22][cH:21][c:20]([F:19])[cH:25][cH:24]1.